This data is from the Open Reaction Database (ORD), a public repository of structured organic reaction records. The task is: describe an organic reaction: reactants, conditions, products, and yield Reactants: COC(=O)C(C)(SC)c1cccc(C(=O)c2ccccc2)c1, CS, CO, [Cl-], [NH4+], [Na], O. Product: COC(=O)C(C)c1cccc(C(=O)c2ccccc2)c1. RXN SMILES: [CH3:1][S:2][C:3]([C:4](=[O:5])[O:6][CH3:7])([CH3:8])[c:9]1[cH:10][c:11]([C:15]([c:16]2[cH:17][cH:18][cH:19][cH:20][cH:21]2)=[O:22])[cH:12][cH:13][cH:14]1.[CH3:24][SH:25].[CH3:28][OH:29].[Cl-:26].[NH4+:27].[Na:23].[OH2:30]>>[CH:3]([C:4](=[O:5])[O:6][CH3:7])([CH3:8])[c:9]1[cH:10][c:11]([C:15]([c:16]2[cH:17][cH:18][cH:19][cH:20][cH:21]2)=[O:22])[cH:12][cH:13][cH:14]1.